This data is from the Open Reaction Database (ORD), a public repository of structured organic reaction records. The task is: describe an organic reaction: reactants, conditions, products, and yield Reactants: NC1=CC(=C(OC=2C3=C(N=CN2)SC(=C3)C(=O)N3CCCC3)C=C1)F ((4-(4-Amino-2-fluorophenoxy)thieno[2,3-d]pyrimidin-6-yl)(pyrrolidin-1-yl)methanone), CN(C(=O)C1=CC2=NC=CC(=C2S1)OC1=C(C=C(C=C1)NC(=S)NC(CC1=CC=CC=C1)=O)F)C (1-(4-(2-(Dimethylcarbamoyl)thieno[3,2-b]pyridin-7-yloxy)-3-fluorophenyl)-3-(2-phenylacetyl)thiourea). Yields the product FC=1C=C(C=CC1OC=1C2=C(N=CN1)SC(=C2)C(=O)N2CCCC2)NC(=S)NC(CC2=CC=CC=C2)=O (N-(3-Fluoro-4-(6-(pyrrolidine-1-carbonyl)thieno[2,3-d]pyrimidin-4-yloxy)phenylcarbamothioyl)-2-phenylacetamide). The yield is 17.0%. RXN SMILES: [NH2:1][C:2]1[CH:24]=[CH:23][C:5]([O:6][C:7]2[C:8]3[CH:15]=[C:14]([C:16]([N:18]4[CH2:22][CH2:21][CH2:20][CH2:19]4)=[O:17])[S:13][C:9]=3[N:10]=[CH:11][N:12]=2)=[C:4]([F:25])[CH:3]=1.CN(C)C(C1SC2C(=NC=CC=2OC2C=CC(N[C:47]([NH:49][C:50](=[O:58])[CH2:51][C:52]3[CH:57]=[CH:56][CH:55]=[CH:54][CH:53]=3)=[S:48])=CC=2F)C=1)=O>>[F:25][C:4]1[CH:3]=[C:2]([NH:1][C:47]([NH:49][C:50](=[O:58])[CH2:51][C:52]2[CH:53]=[CH:54][CH:55]=[CH:56][CH:57]=2)=[S:48])[CH:24]=[CH:23][C:5]=1[O:6][C:7]1[C:8]2[CH:15]=[C:14]([C:16]([N:18]3[CH2:22][CH2:21][CH2:20][CH2:19]3)=[O:17])[S:13][C:9]=2[N:10]=[CH:11][N:12]=1. Reported procedure: Starting from the compound 210 and following the procedures described above for the synthesis of compound 8a (scheme 1, step 7, example 1), crude title compound 211 was obtained. It was purified by flash chromatography, eluents DCM and DCM-MeOH-Et3N (97.75:2:0.25) followed by trituration with a mixture of MeOH-EtOAc, to afford title compound 211 in 17% yield as a yellow solid. 1H NMR (400 MHz, DMSO-d6) δ (ppm): 12.43 (s, 1H), 11.80 (s, 1H), 8.70 (s, 1H), 8.06 (s, 1H), 7.93 (d, 1H, J=11.7/2.3 Hz)... Reactants: NC1=CC(=NC=N1)OC1=C(C=C(C=C1)NC(C)=O)F (N-(4-(6-aminopyrimidin-4-yloxy)-3-fluorophenyl)acetamide), Cl (HCl), C(=O)([O-])[O-].[Na+].[Na+] (Na2CO3). Solvent: CO (MeOH). Product: NC1=CC(=C(OC2=CC(=NC=N2)N)C=C1)F (6-(4-Amino-2-fluorophenoxy)pyrimidin-4-amine). The yield is 94.9%. RXN SMILES: [NH2:1][C:2]1[N:7]=[CH:6][N:5]=[C:4]([O:8][C:9]2[CH:14]=[CH:13][C:12]([NH:15]C(=O)C)=[CH:11][C:10]=2[F:19])[CH:3]=1.Cl.C([O-])([O-])=O.[Na+].[Na+]>CO>[NH2:15][C:12]1[CH:13]=[CH:14][C:9]([O:8][C:4]2[N:5]=[CH:6][N:7]=[C:2]([NH2:1])[CH:3]=2)=[C:10]([F:19])[CH:11]=1 |f:2.3.4|. Reported procedure: A mixture of N-(4-(6-aminopyrimidin-4-yloxy)-3-fluorophenyl)acetamide (175 mg, 0.67 mmol), 1 M HCl (6 mL), and MeOH (2 mL) was heated at reflux for 3 h. The reaction mixture was cooled, made basic (pH 8) with aqueous Na2CO3 solution and extracted with EtOAc (2×25 mL). The combined extracts were dried (MgSO4) and concentrated in vacuo to give the title compound (140 mg, 96%) as a brown solid. 1H NMR (DMSO-d6) δ 8.02 (s, 1H), 6.89 (dd, 1H, J=9.0, 9.0 Hz), 6.80 (br s, 2H), 6.43 (dd, 1H, J=12.7, 2.8... Starting materials: COc2cccc(c1ccccc1)c2 (substrate), Cn2cnc1ccccc12 (effective_coupling_partner). The reagents and catalysts are CDC. Run at temperature 90 celsius, time 16 hour. Product: Cn4c(c2cccc(c1ccccc1)c2)nc3ccccc34. Starting materials: C1(=CC=CC=C1)C=1OC(CC(C1C(=O)NC)=O)C1=CC=CC=C1 (5,6-dihydro-2,6-diphenyl-N-methyl-4-oxo-4H-pyran-3-carboxamide), dichloro dicyanoquinone. The solvent is C1=CC=CC=C1 (benzene). Product: C1(=CC=CC=C1)C=1OC(=CC(C1C(=O)NC)=O)C1=CC=CC=C1 (2,6-diphenyl-N-methyl-4-oxo-4H-pyran-3-carboxamide). RXN SMILES: [C:1]1([C:7]2[O:8][CH:9]([C:18]3[CH:23]=[CH:22][CH:21]=[CH:20][CH:19]=3)[CH2:10][C:11](=[O:17])[C:12]=2[C:13]([NH:15][CH3:16])=[O:14])[CH:6]=[CH:5][CH:4]=[CH:3][CH:2]=1>C1C=CC=CC=1>[C:1]1([C:7]2[O:8][C:9]([C:18]3[CH:19]=[CH:20][CH:21]=[CH:22][CH:23]=3)=[CH:10][C:11](=[O:17])[C:12]=2[C:13]([NH:15][CH3:16])=[O:14])[CH:2]=[CH:3][CH:4]=[CH:5][CH:6]=1. Procedure: A mixture of 10.0 grams (0.0324 mole) of 5,6-dihydro-2,6-diphenyl-N-methyl-4-oxo-4H-pyran-3-carboxamide, 11.0 grams (0.0485 mole) of dichloro dicyanoquinone and 200 milliliters of benzene is refluxed for 18 hours. The mixture is cooled and the precipitate filtered and washed with benzene and methylenedichloride. The filtrate is evaporated to dryness and the residue is partitioned between methylenedichloride and 2N sodium hydroxide and the layers separated. The organic layer is washed with 2N sod... Isolated yield 11.2%. Reported procedure: A suspension of 80% sodium hydride in mineral oil (3 g; 0.1 moles) was added in small portions during 10 minutes, to a suspension of 18 g (0.1 moles) of theobromine in 400 ml of anhydrous dimethylformamide. The reaction mixture was heated to 95°-100° C. for 3 hours. Then 13.26 g (0.11 moles) of 5-chloro-2-pentanone were added, and the reaction mixture was maintained at 95°-100° C. for 20 hours more. After filtration, the filtrate was evaporated under reduced pressure, the residue was treated wit... Solvent: CN(C=O)C (dimethylformamide). Reaction SMILES: [H-].[Na+].[NH:3]1[C:14](=[O:15])[C:13]2[N:11]([CH3:12])[CH:10]=[N:9][C:8]=2[N:6]([CH3:7])[C:4]1=[O:5].Cl[CH2:17][CH2:18][CH2:19][C:20](=[O:22])[CH3:21]>CN(C)C=O>[O:22]=[C:20]([CH2:19][CH2:18][CH2:17][N:3]1[C:14](=[O:15])[C:13]2[N:11]([CH3:12])[CH:10]=[N:9][C:8]=2[N:6]([CH3:7])[C:4]1=[O:5])[CH3:21] |f:0.1|. The product is O=C(C)CCCN1C(=O)N(C=2N=CN(C2C1=O)C)C (1-(2-Keto-5-pentyl)-3,7-dimethylxanthine). Reactants: [H-].[Na+] (sodium hydride), N1C(=O)N(C)C=2N=CN(C)C2C1=O (theobromine), ClCCCC(C)=O (5-chloro-2-pentanone).